describe an organic reaction: reactants, conditions, products, and yield From a dataset of the Open Reaction Database (ORD), a public repository of structured organic reaction records. Isolated yield 99.9%. Starting materials: C(CC(O)(C(=O)O)CC(=O)O)(=O)O (Citric acid), ClC=1C=CC(=C(C1)C(CCC(=O)OCC)O[Si](C)(C)C)[N+](=O)[O-] (ethyl 4-(5-chloro-2-nitrophenyl)-4-(trimethylsilyloxy)butanoate). Solvent: C(C)O (ethanol), O (water), O (Water). Procedure: Citric acid (0.51 g) was added to a solution of ethyl 4-(5-chloro-2-nitrophenyl)-4-(trimethylsilyloxy)butanoate (4.76 g) in ethanol (25 mL) and water (5 mL) and stirred at room temperature for 1.5 hours. Water was added to the reaction mixture, followed by extraction with ethyl acetate. The ethyl acetate layer was washed with a saturated sodium chloride aqueous solution and dried over anhydrous magnesium sulfate. Subsequently, the solvent was distilled off and the residue was purified by silica ... Yields the product ClC=1C=CC(=C(C1)C(CCC(=O)OCC)O)[N+](=O)[O-] (ethyl 4-(5-chloro-2-nitrophenyl)-4-hydroxybutanoate). Reaction SMILES: C(O)(=O)CC(CC(O)=O)(C(O)=O)O.[Cl:14][C:15]1[CH:16]=[CH:17][C:18]([N+:34]([O-:36])=[O:35])=[C:19]([CH:21]([O:29][Si](C)(C)C)[CH2:22][CH2:23][C:24]([O:26][CH2:27][CH3:28])=[O:25])[CH:20]=1>C(O)C.O>[Cl:14][C:15]1[CH:16]=[CH:17][C:18]([N+:34]([O-:36])=[O:35])=[C:19]([CH:21]([OH:29])[CH2:22][CH2:23][C:24]([O:26][CH2:27][CH3:28])=[O:25])[CH:20]=1. Run at time 1.5 hour. Starting materials: CCOC(C)=O, CCOC(=O)C(C)C(C)=O, CC(=O)C(C)C1NC(=O)c2ccccc21, CCCCCC, CCOCC, O=C1NC(O)c2c(Cl)cccc21. Yields the product CC(=O)CC1NC(=O)c2cccc(Cl)c21. As a reaction SMILES: [C:44]([O:45][CH2:46][CH3:47])(=[O:48])[CH3:49].[CH3:13][CH:14]([C:15]([O:16][CH2:17][CH3:18])=[O:19])[C:20](=[O:21])[CH3:22].[CH3:23][CH:24]([CH:25]1[c:26]2[c:27]([cH:28][cH:29][cH:30][cH:31]2)[C:32](=[O:33])[NH:34]1)[C:35](=[O:36])[CH3:37].[CH3:38][CH2:39][CH2:40][CH2:41][CH2:42][CH3:43].[CH3:50][CH2:51][O:52][CH2:53][CH3:54].[Cl:1][c:2]1[c:3]2[c:7]([cH:8][cH:9][cH:10]1)[C:6](=[O:11])[NH:5][CH:4]2[OH:12]>>[Cl:1][c:2]1[c:3]2[c:7]([cH:8][cH:9][cH:10]1)[C:6](=[O:11])[NH:5][CH:4]2[CH2:14][C:20](=[O:21])[CH3:22].